Dataset: the Open Reaction Database (ORD), a public repository of structured organic reaction records. Task: describe an organic reaction: reactants, conditions, products, and yield The reactants are COC1=C(C=O)C=C(C(=C1)OC)OC (2,4,5-trimethoxybenzaldehyde), ClC(C(=O)[O-])(Cl)Cl.[Na+] (sodium trichloroacetate salt), O (water). Run in CN(C=O)C (dimethylformamide). Conditions: time 9 hour. Yields the product OC(C(Cl)(Cl)Cl)C1=C(C=C(C(=C1)OC)OC)OC (1-(1-hydroxy-2,2,2-trichloroethyl)-2,4,5-trimethoxybenzene). Yield: 86.3%. As a reaction SMILES: [CH3:1][O:2][C:3]1[CH:10]=[C:9]([O:11][CH3:12])[C:8]([O:13][CH3:14])=[CH:7][C:4]=1[CH:5]=[O:6].[Cl:15][C:16]([Cl:21])([Cl:20])C([O-])=O.[Na+].O>CN(C)C=O>[OH:6][CH:5]([C:4]1[CH:7]=[C:8]([O:13][CH3:14])[C:9]([O:11][CH3:12])=[CH:10][C:3]=1[O:2][CH3:1])[C:16]([Cl:21])([Cl:20])[Cl:15] |f:1.2|. Procedure details: In 1.2 l of dimethylformamide, 196 g of 2,4,5-trimethoxybenzaldehyde were dissolved, followed by the addition of 241 g of sodium trichloroacetate salt under ice cooling. The resulting mixture was stirred at room temperature for 9 hours. After the reaction, 2 l of water were added to the reaction mixture under ice cooling. The solid so precipitated was collected by filtration, followed by washing with water and diethyl ether, whereby 272 g of 1-(1-hydroxy-2,2,2-trichloroethyl)-2,4,5-trimethoxyben... The reactants are ClC1=NC(=CC2=CC=CC=C12)NC1=NNC(=C1)C ((1-chloro-isoquinolin-3-yl)-(5-methyl-1H-pyrazol-3-yl)-amine), ClC=1C=C(C=CC1)B(O)O (3-chloro-phenylboronic acid). The product is ClC=1C=C(C=CC1)C1=NC(=CC2=CC=CC=C12)NC1=NNC(=C1)C ([1-(3-chloro-phenyl)-isoquinolin-3-yl]-(5-methyl-1H-pyrazol-3-yl)-amine). RXN SMILES: Cl[C:2]1[C:11]2[C:6](=[CH:7][CH:8]=[CH:9][CH:10]=2)[CH:5]=[C:4]([NH:12][C:13]2[CH:17]=[C:16]([CH3:18])[NH:15][N:14]=2)[N:3]=1.[Cl:19][C:20]1[CH:21]=[C:22](B(O)O)[CH:23]=[CH:24][CH:25]=1>>[Cl:19][C:20]1[CH:25]=[C:24]([C:2]2[C:11]3[C:6](=[CH:7][CH:8]=[CH:9][CH:10]=3)[CH:5]=[C:4]([NH:12][C:13]3[CH:17]=[C:16]([CH3:18])[NH:15][N:14]=3)[N:3]=2)[CH:23]=[CH:22][CH:21]=1. Procedure details: Similar procedure as described in example 131 was used, starting from (1-chloro-isoquinolin-3-yl)-(5-methyl-1H-pyrazol-3-yl)-amine and 3-chloro-phenylboronic acid to give [1-(3-chloro-phenyl)-isoquinolin-3-yl]-(5-methyl-1H-pyrazol-3-yl)-amine. LC-MS m/e 335(MH+). Starting materials: CCCCCC=CCC=CCC=CCC=CCCCCO, Cc1ccc(S(=O)(=O)Cl)cc1, c1ccncc1. The product is CCCCCC=CCC=CCC=CCC=CCCCCOS(=O)(=O)c1ccc(C)cc1. Reaction SMILES: [CH2:1]([CH2:2][CH2:3][CH2:4][CH:5]=[CH:6][CH2:7][CH:8]=[CH:9][CH2:10][CH:11]=[CH:12][CH2:13][CH:14]=[CH:15][CH2:16][CH2:17][CH2:18][CH2:19][CH3:20])[OH:21].[c:22]1([CH3:32])[cH:23][cH:24][c:25]([S:28](=[O:29])(=[O:30])[Cl:31])[cH:26][cH:27]1.[cH:33]1[cH:34][cH:35][n:36][cH:37][cH:38]1>>[CH2:1]([CH2:2][CH2:3][CH2:4][CH:5]=[CH:6][CH2:7][CH:8]=[CH:9][CH2:10][CH:11]=[CH:12][CH2:13][CH:14]=[CH:15][CH2:16][CH2:17][CH2:18][CH2:19][CH3:20])[O:21][S:28]([c:25]1[cH:24][cH:23][c:22]([CH3:32])[cH:27][cH:26]1)(=[O:29])=[O:30]. Starting materials: [Br-], CCOC(=O)CCC1CCC(C2CCC(C=O)CC2)CC1, C1CCOC1, CC(C)(C)[O-], C[P+](c1ccccc1)(c1ccccc1)c1ccccc1, [K+]. Product: C=CC1CCC(C2CCC(CCC(=O)OCC)CC2)CC1. Reaction SMILES: [Br-:28].[CH2:1]([CH3:2])[O:3][C:4]([CH2:5][CH2:6][CH:7]1[CH2:8][CH2:9][CH:10]([CH:13]2[CH2:14][CH2:15][CH:16]([CH:19]=[O:20])[CH2:17][CH2:18]2)[CH2:11][CH2:12]1)=[O:21].[CH2:49]1[O:50][CH2:51][CH2:52][CH2:53]1.[CH3:22][C:23]([CH3:24])([O-:25])[CH3:26].[CH3:29][P+:30]([c:31]1[cH:32][cH:33][cH:34][cH:35][cH:36]1)([c:37]1[cH:38][cH:39][cH:40][cH:41][cH:42]1)[c:43]1[cH:44][cH:45][cH:46][cH:47][cH:48]1.[K+:27]>>[CH2:1]([CH3:2])[O:3][C:4]([CH2:5][CH2:6][CH:7]1[CH2:8][CH2:9][CH:10]([CH:13]2[CH2:14][CH2:15][CH:16]([CH:19]=[CH2:22])[CH2:17][CH2:18]2)[CH2:11][CH2:12]1)=[O:21]. The reactants are C1CCN(C2CCNCC2)CC1, C1CCOC1, O=C(Nc1cc(Oc2ccc([N+](=O)[O-])cc2)ccn1)Oc1ccccc1. Yields the product O=C(Nc1cc(Oc2ccc([N+](=O)[O-])cc2)ccn1)N1CCC(N2CCCCC2)CC1. As a reaction SMILES: [N:27]1([CH:33]2[CH2:34][CH2:35][NH:36][CH2:37][CH2:38]2)[CH2:28][CH2:29][CH2:30][CH2:31][CH2:32]1.[O:39]1[CH2:40][CH2:41][CH2:42][CH2:43]1.[c:1]1([O:2][C:8]([NH:9][c:10]2[n:11][cH:12][cH:13][c:14]([O:16][c:17]3[cH:18][cH:19][c:20]([N+:23](=[O:24])[O-:25])[cH:21][cH:22]3)[cH:15]2)=[O:26])[cH:3][cH:4][cH:5][cH:6][cH:7]1>>[C:8]([NH:9][c:10]1[n:11][cH:12][cH:13][c:14]([O:16][c:17]2[cH:18][cH:19][c:20]([N+:23](=[O:24])[O-:25])[cH:21][cH:22]2)[cH:15]1)(=[O:26])[N:36]1[CH2:35][CH2:34][CH:33]([N:27]2[CH2:28][CH2:29][CH2:30][CH2:31][CH2:32]2)[CH2:38][CH2:37]1.